From a dataset of the Open Reaction Database (ORD), a public repository of structured organic reaction records. describe an organic reaction: reactants, conditions, products, and yield Reactants: ClC1=C(C(=CC=C1)Cl)CS(=O)(=O)C=1C=C2/C(/C(NC2=CC1)=O)=C/C1=C(C(=C(N1)C)CC(=O)O)C ({5-[5-(2,6-dichloro-phenylmethanesulfonyl)-2-oxo-1,2-dihydro-indol-(3Z)-ylidenemethyl]-2,4-dimethyl-1H-pyrrol-3-yl}-acetic acid), NCCN1CCN(CC1)C(C)=O (1-[4-(2-amino-ethyl)-piperazin-1-yl]-ethanone). Yields the product C(C)(=O)N1CCN(CC1)CCNC(CC1=C(NC(=C1C)\C=C\1/C(NC2=CC=C(C=C12)S(=O)(=O)CC1=C(C=CC=C1Cl)Cl)=O)C)=O (N-[2-(4-Acetyl-piperazin-1-yl)-ethyl]-2-{5-[5-(2,6-dichloro-phenylmethanesulfonyl)-2-oxo-1,2-dihydro-indol-(3Z)-ylidenemethyl]-2,4-dimethyl-1H-pyrrol-3-yl}-acetamide). As a reaction SMILES: [Cl:1][C:2]1[CH:7]=[CH:6][CH:5]=[C:4]([Cl:8])[C:3]=1[CH2:9][S:10]([C:13]1[CH:14]=[C:15]2[C:19](=[CH:20][CH:21]=1)[NH:18][C:17](=[O:22])/[C:16]/2=[CH:23]\[C:24]1[NH:28][C:27]([CH3:29])=[C:26]([CH2:30][C:31]([OH:33])=O)[C:25]=1[CH3:34])(=[O:12])=[O:11].[NH2:35][CH2:36][CH2:37][N:38]1[CH2:43][CH2:42][N:41]([C:44](=[O:46])[CH3:45])[CH2:40][CH2:39]1>>[C:44]([N:41]1[CH2:42][CH2:43][N:38]([CH2:37][CH2:36][NH:35][C:31](=[O:33])[CH2:30][C:26]2[C:25]([CH3:34])=[C:24](/[CH:23]=[C:16]3\[C:17](=[O:22])[NH:18][C:19]4[C:15]\3=[CH:14][C:13]([S:10]([CH2:9][C:3]3[C:4]([Cl:8])=[CH:5][CH:6]=[CH:7][C:2]=3[Cl:1])(=[O:11])=[O:12])=[CH:21][CH:20]=4)[NH:28][C:27]=2[CH3:29])[CH2:39][CH2:40]1)(=[O:46])[CH3:45]. Procedure details: {5-[5-(2,6-dichloro-phenylmethanesulfonyl)-2-oxo-1,2-dihydro-indol-(3Z)-ylidenemethyl]-2,4-dimethyl-1H-pyrrol-3-yl}-acetic acid was coupled with 1-[4-(2-amino-ethyl)-piperazin-1-yl]-ethanone to give the titled compound. Starting materials: CC(C)(C)OC(=O)N1CC(CO)c2c1cc([N+](=O)[O-])c1ccccc21, CS(=O)(=O)O, [Cl-], ClCCl, [Li+], CN(C)C=O, O, CS(=O)(=O)Cl, c1ccncc1. Yields the product CC(C)(C)OC(=O)N1CC(CCl)c2c1cc([N+](=O)[O-])c1ccccc21. As a reaction SMILES: [C:1]([CH3:2])([CH3:3])([CH3:4])[O:5][C:6](=[O:7])[N:8]1[CH2:9][CH:10]([CH2:24][OH:25])[c:11]2[c:12]3[c:13]([c:14]([N+:17](=[O:18])[O-:19])[cH:15][c:16]21)[cH:20][cH:21][cH:22][cH:23]3.[CH3:31][S:32]([OH:33])(=[O:34])=[O:35].[Cl-:36].[Cl:50][CH2:51][Cl:52].[Li+:37].[O:45]=[CH:46][N:47]([CH3:48])[CH3:49].[OH2:44].[S:26]([CH3:27])(=[O:28])(=[O:29])[Cl:30].[cH:38]1[cH:39][cH:40][n:41][cH:42][cH:43]1>>[C:1]([CH3:2])([CH3:3])([CH3:4])[O:5][C:6](=[O:7])[N:8]1[CH2:9][CH:10]([CH2:24][Cl:30])[c:11]2[c:12]3[c:13]([c:14]([N+:17](=[O:18])[O-:19])[cH:15][c:16]21)[cH:20][cH:21][cH:22][cH:23]3. Starting materials: CC=1C=C(C=CC1C)C1=CC=C(C=C1)C(=O)O (3',4'-dimethyl[1,1'-biphenyl]-4-carboxylic acid), N1=CC(=CC=C1)CCCCCCN (3-pyridinehexanamine). RXN SMILES: [CH3:1][C:2]1[CH:3]=[C:4]([C:9]2[CH:14]=[CH:13][C:12]([C:15]([OH:17])=O)=[CH:11][CH:10]=2)[CH:5]=[CH:6][C:7]=1[CH3:8].[N:18]1[CH:23]=[CH:22][CH:21]=[C:20]([CH2:24][CH2:25][CH2:26][CH2:27][CH2:28][CH2:29][NH2:30])[CH:19]=1>>[CH3:1][C:2]1[CH:3]=[C:4]([C:9]2[CH:10]=[CH:11][C:12]([C:15]([NH:30][CH2:29][CH2:28][CH2:27][CH2:26][CH2:25][CH2:24][C:20]3[CH:19]=[N:18][CH:23]=[CH:22][CH:21]=3)=[O:17])=[CH:13][CH:14]=2)[CH:5]=[CH:6][C:7]=1[CH3:8]. Procedure details: The title compound was prepared from 7.0 g of 3',4'-dimethyl[1,1'-biphenyl]-4-carboxylic acid and 6.1 g of 3-pyridinehexanamine according to Example 3 to give 6.2 g of 3,'4'-dimethyl-N-[6-(3-pyridinyl)hexyl][1,1'-biphenyl]-4-carboxamide. mp 81°-82° C. Product: CC=1C=C(C=CC1C)C1=CC=C(C=C1)C(=O)NCCCCCCC=1C=NC=CC1 (3',4'-Dimethyl-N-[6-(3-pyridinyl)hexy11[1.1'-biphenyl]-4 -carboxamide), 3,'4'-dimethyl-N-[6-(3-pyridinyl)hexyl][1,1'-biphenyl]-4-carboxamide. Starting materials: dihydrobromide, C(C)OC(=O)[C@H](CSCCC1CCNCC1)NC1C(N(C2=C(CC1)C=CC=C2)CC(=O)OCC)=O (ethyl 3-[1(R)-ethoxycarbonyl-2-{2-(4-piperidyl)ethylthio}ethyl]amino-2-oxo-2,3,4,5-tetrahydro-1H-1-benzazepine-1-acetate), CO (methanol), aqueous solution, [OH-].[Na+] (sodium hydroxide), C(C)(=O)O (acetic acid). Solvent: O (water). Conditions: time 1 hour. Product: O.C(=O)(O)[C@H](CSCCC1CCNCC1)NC1C(N(C2=C(CC1)C=CC=C2)CC(=O)O)=O (3-[1(R)-carboxy-2-{2-(4-piperidyl)ethylthio}ethyl]amino-2-oxo-2,3,4,5-tetrahydro-1H-1-benzazepine-1-acetic acid monohydrate). As a reaction SMILES: C([O:3][C:4]([C@@H:6]([NH:17][CH:18]1[CH2:24][CH2:23][C:22]2[CH:25]=[CH:26][CH:27]=[CH:28][C:21]=2[N:20]([CH2:29][C:30]([O:32]CC)=[O:31])[C:19]1=[O:35])[CH2:7][S:8][CH2:9][CH2:10][CH:11]1[CH2:16][CH2:15][NH:14][CH2:13][CH2:12]1)=[O:5])C.[OH-].[Na+].CO.C(O)(=O)C>O>[OH2:3].[C:4]([C@@H:6]([NH:17][CH:18]1[CH2:24][CH2:23][C:22]2[CH:25]=[CH:26][CH:27]=[CH:28][C:21]=2[N:20]([CH2:29][C:30]([OH:32])=[O:31])[C:19]1=[O:35])[CH2:7][S:8][CH2:9][CH2:10][CH:11]1[CH2:16][CH2:15][NH:14][CH2:13][CH2:12]1)([OH:5])=[O:3] |f:1.2,6.7|. Procedure details: 1.5 g of dihydrobromide of the A-isomer of ethyl 3-[1(R)-ethoxycarbonyl-2-{2-(4-piperidyl)ethylthio}ethyl]amino-2-oxo-2,3,4,5-tetrahydro-1H-1-benzazepine-1-acetate obtained in Example 4 is dissolved in 10 ml of water. The resulting aqueous solution is added dropwise to 18 ml of an aqueous solution of 2N sodium hydroxide. After stirring for 1 hour at room temperature, 6 ml of methanol is added, and the system further stirred for 1 hour. After neutralizing the reaction liquid with 7.2 ml of acetic...